Task: describe an organic reaction: reactants, conditions, products, and yield. Dataset: the Open Reaction Database (ORD), a public repository of structured organic reaction records Reactants: Br, Nc1nc(-c2ccc(Cl)cc2Cl)cs1, Cl, Cc1ccc(S(=O)(=O)Cl)cc1, c1ccncc1. Product: Cc1ccc(S(=O)(=O)Nc2nc(-c3ccc(Cl)cc3Cl)cs2)cc1. As a reaction SMILES: [BrH:1].[Cl:2][c:3]1[c:4](-[c:10]2[n:11][c:12]([NH2:15])[s:13][cH:14]2)[cH:5][cH:6][c:7]([Cl:9])[cH:8]1.[ClH:27].[c:16]1([CH3:26])[cH:17][cH:18][c:19]([S:22](=[O:23])(=[O:24])[Cl:25])[cH:20][cH:21]1.[cH:28]1[cH:29][cH:30][n:31][cH:32][cH:33]1>>[Cl:2][c:3]1[c:4](-[c:10]2[n:11][c:12]([NH:15][S:22]([c:19]3[cH:18][cH:17][c:16]([CH3:26])[cH:21][cH:20]3)(=[O:23])=[O:24])[s:13][cH:14]2)[cH:5][cH:6][c:7]([Cl:9])[cH:8]1. The reactants are N[C@@H]1C(N(C[C@H](SC1)C=1SC=CC1)CC(=O)OC(C)(C)C)=O (t-butyl α-[6(R)-amino-5-oxo-2(S)-(2-thienyl)perhydro-1,4-thiazepin-4-yl]acetate), BrC(C(=O)OCC)CCCCCCCNC(=O)OC(C)(C)C (ethyl 2-bromo-9-t-butoxycarbonylaminononanoate), C1=CC=CC=C1 (benzene). The solvent is C(C)(=O)OCC (ethyl acetate). Yields the product C(C)(C)(C)OC(=O)NCCCCCCC[C@H](C(=O)OCC)N[C@@H]1C(N(C[C@H](SC1)C=1SC=CC1)CC(=O)OC(C)(C)C)=O (t-butyl α-{6(R)-[8-t-butoxycarbonylamino-1(R)-ethoxycarbonyloctylamino]-5-oxo-2(S)-(2-thienyl)perhydro-1,4-thiazepin-4-yl}acetate). The yield is 9.7%. Reaction SMILES: [NH2:1][C@H:2]1[CH2:8][S:7][C@H:6]([C:9]2[S:10][CH:11]=[CH:12][CH:13]=2)[CH2:5][N:4]([CH2:14][C:15]([O:17][C:18]([CH3:21])([CH3:20])[CH3:19])=[O:16])[C:3]1=[O:22].Br[CH:24]([CH2:30][CH2:31][CH2:32][CH2:33][CH2:34][CH2:35][CH2:36][NH:37][C:38]([O:40][C:41]([CH3:44])([CH3:43])[CH3:42])=[O:39])[C:25]([O:27][CH2:28][CH3:29])=[O:26].C1C=CC=CC=1>C(OCC)(=O)C>[C:41]([O:40][C:38]([NH:37][CH2:36][CH2:35][CH2:34][CH2:33][CH2:32][CH2:31][CH2:30][C@@H:24]([NH:1][C@H:2]1[CH2:8][S:7][C@H:6]([C:9]2[S:10][CH:11]=[CH:12][CH:13]=2)[CH2:5][N:4]([CH2:14][C:15]([O:17][C:18]([CH3:19])([CH3:21])[CH3:20])=[O:16])[C:3]1=[O:22])[C:25]([O:27][CH2:28][CH3:29])=[O:26])=[O:39])([CH3:44])([CH3:43])[CH3:42]. Reported procedure: 1.3 g of t-butyl α-[6(R)-amino-5-oxo-2(S)-(2-thienyl)perhydro-1,4-thiazepin-4-yl]acetate was treated with 1.73 g of ethyl 2-bromo-9-t-butoxycarbonylaminononanoate prepared as described in Preparation 4) in a similar manner to that described in Example 4. The product was then subjected to column chromatography through silica gel using a mixture of benzene and ethyl acetate in the ratio 5:1 by volume as the eluent. 237 mg of t-butyl α-{6(R)-[8-t-butoxycarbonylamino-1(R)-ethoxycarbonyloctylamino]-5... Reactants: C1(CC1)N (cyclopropylamine), NC1=CC(=C(OC2=C3C(=NC=C2)C=C(S3)C=3N=CN(C3)CCN3CCN(CC3)C(=O)OC(C)(C)C)C=C1)F (tert-butyl 4-(2-(4-(7-(4-amino-2-fluorophenoxy)thieno[3,2-b]pyridin-2-yl)-1H-imidazol-1-yl)ethyl)piperazine-1-carboxylate), N1=CC=CC=C1 (pyridine), ClC(=O)OC1=CC=CC=C1 (phenyl chloroformate). Solvent: CN(C)C=O (DMF). Conditions: temperature 60 celsius. The product is C1(CC1)NC(NC1=CC(=C(OC2=C3C(=NC=C2)C=C(S3)C=3N=CN(C3)CCN3CCN(CC3)C(=O)OC(C)(C)C)C=C1)F)=O (tert-butyl 4-(2-(4-(7-(4-(3-cyclopropylureido)-2-fluorophenoxy)thieno[3,2-b]pyridin-2-yl)-1H-imidazol-1-yl)ethyl)piperazine-1-carboxylate). Isolated yield 57.7%. RXN SMILES: [NH2:1][C:2]1[CH:37]=[CH:36][C:5]([O:6][C:7]2[CH:12]=[CH:11][N:10]=[C:9]3[CH:13]=[C:14]([C:16]4[N:17]=[CH:18][N:19]([CH2:21][CH2:22][N:23]5[CH2:28][CH2:27][N:26]([C:29]([O:31][C:32]([CH3:35])([CH3:34])[CH3:33])=[O:30])[CH2:25][CH2:24]5)[CH:20]=4)[S:15][C:8]=23)=[C:4]([F:38])[CH:3]=1.[N:39]1[CH:44]=[CH:43][CH:42]=C[CH:40]=1.ClC(OC1C=CC=CC=1)=[O:47].C1(N)CC1>CN(C=O)C>[CH:44]1([NH:39][C:40](=[O:47])[NH:1][C:2]2[CH:37]=[CH:36][C:5]([O:6][C:7]3[CH:12]=[CH:11][N:10]=[C:9]4[CH:13]=[C:14]([C:16]5[N:17]=[CH:18][N:19]([CH2:21][CH2:22][N:23]6[CH2:24][CH2:25][N:26]([C:29]([O:31][C:32]([CH3:35])([CH3:33])[CH3:34])=[O:30])[CH2:27][CH2:28]6)[CH:20]=5)[S:15][C:8]=34)=[C:4]([F:38])[CH:3]=2)[CH2:42][CH2:43]1. Reported procedure: To a stirred solution of 306 (2.10 g, 3.90 mmol) and pyridine (631 μl, 4.68 mmol) in DMF (20 ml) at 0° C. was added phenyl chloroformate (587 μl, 4.68 mmol). After 45 min cyclopropylamine (687 μl, 9.75 mmol) was added at 0° C. and the reaction mixture was heated at 60° C. for 30 min. After cooling to RT the reaction mixture was quenched by addition of water and extracted with AcOEt. The organic layer was washed with brine, dried over anhydrous sodium sulfate, filtered and concentrated. The resid... As a reaction SMILES: [C:1]([C:5]1[CH:6]=[C:7]([OH:13])[CH:8]=[CH:9][C:10]=1[O:11][CH3:12])([CH3:4])([CH3:3])[CH3:2].N1C=CC=CC=1.[C:20](Cl)(=[O:22])[CH3:21]>ClCCl.C1(C)C=CC=CC=1>[C:1]([C:5]1[C:10]([O:11][CH3:12])=[CH:9][C:8]([C:20](=[O:22])[CH3:21])=[C:7]([OH:13])[CH:6]=1)([CH3:4])([CH3:2])[CH3:3]. Reactants: N1=CC=CC=C1 (Pyridine), C(C)(=O)Cl (acetyl chloride), C(C)(C)(C)C=1C=C(C=CC1OC)O (3-Tert-butyl-4-methoxyphenol). Isolated yield 2.4%. Procedure details: 3-Tert-butyl-4-methoxyphenol (1.00 g) was dissolved in dichloromethane (10 ml) to prepare a solution. Pyridine (658 mg) and acetyl chloride (599 mg) were added to the solution, and the mixture was stirred at room temperature overnight. The solvent was removed by distillation under the reduced pressure, water was then added to the residue, and the mixture was extracted with chloroform. The chloroform layer was washed with water and was dried over anhydrous magnesium sulfate, and the solvent was t... Reaction conditions: time 8 hour. The solvent is C1(=CC=CC=C1)C (toluene), ClCCl (dichloromethane). Yields the product C(C)(C)(C)C1=CC(=C(C=C1OC)C(C)=O)O (1-(4-tert-butyl-2-hydroxy-5-methoxy-phenyl)-ethanone). Reactants: CNc1cccc(C)n1, CCN(C(C)C)C(C)C, O=C(O)c1ncc(Cl)cc1NS(=O)(=O)c1ccc(Cl)c(C(F)(F)F)c1. Yields the product Cc1cccc(N(C)C(=O)c2ncc(Cl)cc2NS(=O)(=O)c2ccc(Cl)c(C(F)(F)F)c2)n1. Reaction SMILES: [CH3:26][NH:27][c:28]1[n:29][c:30]([CH3:34])[cH:31][cH:32][cH:33]1.[CH:35]([N:36]([CH2:37][CH3:38])[CH:39]([CH3:40])[CH3:41])([CH3:42])[CH3:43].[Cl:1][c:2]1[cH:3][c:4]([NH:11][S:12](=[O:13])(=[O:14])[c:15]2[cH:16][c:17]([C:22]([F:23])([F:24])[F:25])[c:18]([Cl:21])[cH:19][cH:20]2)[c:5]([C:8](=[O:9])[OH:10])[n:6][cH:7]1>>[Cl:1][c:2]1[cH:3][c:4]([NH:11][S:12](=[O:13])(=[O:14])[c:15]2[cH:16][c:17]([C:22]([F:23])([F:24])[F:25])[c:18]([Cl:21])[cH:19][cH:20]2)[c:5]([C:8](=[O:9])[N:27]([CH3:26])[c:28]2[n:29][c:30]([CH3:34])[cH:31][cH:32][cH:33]2)[n:6][cH:7]1. Reactants: ClC=1C=C(C(=NC1)OC1=CC(=CC=C1)F)C(=O)N[C@@H](C)C1=CC=C(C(=O)OC)C=C1 (Methyl 4-[(1S)-1-({[5-chloro-2-(3-fluorophenoxy)pyridin-3-yl]carbonyl}amino)ethyl]benzoate), [OH-].[Na+] (sodium hydroxide), Cl (hydrochloric acid). Run in O1CCCC1 (tetrahydrofuran). Run at temperature 65 celsius, time 5 hour. Product: ClC=1C=C(C(=NC1)OC1=CC(=CC=C1)F)C(=O)N[C@@H](C)C1=CC=C(C(=O)O)C=C1 (4-[(1S)-1-({[5-chloro-2-(3-fluorophenoxy)pyridin-3-yl]carbonyl}amino)ethyl]benzoic acid). Yield: 59.1%. RXN SMILES: [Cl:1][C:2]1[CH:3]=[C:4]([C:16]([NH:18][C@H:19]([C:21]2[CH:30]=[CH:29][C:24]([C:25]([O:27]C)=[O:26])=[CH:23][CH:22]=2)[CH3:20])=[O:17])[C:5]([O:8][C:9]2[CH:14]=[CH:13][CH:12]=[C:11]([F:15])[CH:10]=2)=[N:6][CH:7]=1.[OH-].[Na+].Cl>O1CCCC1>[Cl:1][C:2]1[CH:3]=[C:4]([C:16]([NH:18][C@H:19]([C:21]2[CH:22]=[CH:23][C:24]([C:25]([OH:27])=[O:26])=[CH:29][CH:30]=2)[CH3:20])=[O:17])[C:5]([O:8][C:9]2[CH:14]=[CH:13][CH:12]=[C:11]([F:15])[CH:10]=2)=[N:6][CH:7]=1 |f:1.2|. Procedure: To a stirred solution of methyl 4-[(1S)-1-({[5-chloro-2-(3-fluorophenoxy)pyridin-3-yl]carbonyl}amino)ethyl]benzoate (step 2, 180 mg, 0.42 mmol) in tetrahydrofuran (3 mL) was added 2 N sodium hydroxide aqueous The reaction mixture was stirred at 65° C. for 5 h. After cooling, the reaction mixture was acidified by the addition of 2 N hydrochloric acid (2 mL). The aqueous mixture was partitioned between water (50 mL) and dichloromethane (50 mL) and the organic phase was separated. The aqueous phase... Starting materials: CCO, Cl, O=Cc1cccc(F)c1, NO, [Na+], [OH-], O. Product: ON=Cc1cccc(F)c1. Reaction SMILES: [CH3:15][CH2:16][OH:17].[ClH:10].[F:1][c:2]1[cH:3][c:4]([CH:5]=[O:6])[cH:7][cH:8][cH:9]1.[NH2:11][OH:12].[Na+:14].[OH-:13].[OH2:18]>>[F:1][c:2]1[cH:3][c:4]([CH:5]=[N:11][OH:12])[cH:7][cH:8][cH:9]1.